From a dataset of the Open Reaction Database (ORD), a public repository of structured organic reaction records. describe an organic reaction: reactants, conditions, products, and yield Starting materials: Cc1ccc2nc(C(=O)O)c(OCc3ccccc3)c(=O)n2c1, Cc1cccc(C(=O)NN)c1, CCN=C=NCCCN(C)C, Cl, C1CCOC1, On1nnc2ccccc21. The product is Cc1cccc(C(=O)NNC(=O)c2nc3ccc(C)cn3c(=O)c2OCc2ccccc2)c1. As a reaction SMILES: [CH2:1]([c:2]1[cH:3][cH:4][cH:5][cH:6][cH:7]1)[O:8][c:9]1[c:10]([C:21](=[O:22])[OH:23])[n:11][c:12]2[n:13]([c:14]1=[O:15])[cH:16][c:17]([CH3:20])[cH:18][cH:19]2.[CH3:24][c:25]1[cH:26][c:27]([C:28](=[O:29])[NH:30][NH2:31])[cH:32][cH:33][cH:34]1.[CH3:46][N:47]([CH3:48])[CH2:49][CH2:50][CH2:51][N:52]=[C:53]=[N:54][CH2:55][CH3:56].[ClH:45].[O:57]1[CH2:58][CH2:59][CH2:60][CH2:61]1.[OH:35][n:36]1[c:37]2[cH:38][cH:39][cH:40][cH:41][c:42]2[n:43][n:44]1>>[CH2:1]([c:2]1[cH:3][cH:4][cH:5][cH:6][cH:7]1)[O:8][c:9]1[c:10]([C:21](=[O:22])[NH:31][NH:30][C:28]([c:27]2[cH:26][c:25]([CH3:24])[cH:34][cH:33][cH:32]2)=[O:29])[n:11][c:12]2[n:13]([c:14]1=[O:15])[cH:16][c:17]([CH3:20])[cH:18][cH:19]2.